This data is from the Open Reaction Database (ORD), a public repository of structured organic reaction records. The task is: describe an organic reaction: reactants, conditions, products, and yield The reactants are COC=1C=C(C=CC1[N+](=O)[O-])N1CCC(CC1)=O (1-[3-(methyloxy)-4-nitrophenyl]-4-piperidinone), Cl.F[C@@H]1CNCC1 ((S)-(+)-3-fluoropyrrolidine hydrochloride), FC1(CN(CCC1)C1CCN(CC1)C1=CC(=C(C=C1)[N+](=O)[O-])OC)F (3,3-difluoro-1′-[3-(methyloxy)-4-nitrophenyl]-1,4′-bipiperidine). The product is F[C@@H]1CN(CC1)C1CCN(CC1)C1=CC(=C(C=C1)[N+](=O)[O-])OC (4-[(3S)-3-fluoro-1-pyrrolidinyl]-1-[3-(methyloxy)-4-nitrophenyl]piperidine). As a reaction SMILES: COC1C=C(N2CCC(=O)CC2)C=CC=1[N+]([O-])=O.Cl.F[C@H]1CCNC1.[F:26][C:27]1(F)[CH2:32]C[CH2:30][N:29]([CH:33]2[CH2:38][CH2:37][N:36]([C:39]3[CH:44]=[CH:43][C:42]([N+:45]([O-:47])=[O:46])=[C:41]([O:48][CH3:49])[CH:40]=3)[CH2:35][CH2:34]2)[CH2:28]1>>[F:26][C@H:27]1[CH2:32][CH2:30][N:29]([CH:33]2[CH2:38][CH2:37][N:36]([C:39]3[CH:44]=[CH:43][C:42]([N+:45]([O-:47])=[O:46])=[C:41]([O:48][CH3:49])[CH:40]=3)[CH2:35][CH2:34]2)[CH2:28]1 |f:1.2|. Procedure: 1-[3-(methyloxy)-4-nitrophenyl]-4-piperidinone (1.0 g, 4.0 mmol) and (S)-(+)-3-fluoropyrrolidine hydrochloride were subjected to reductive amination analogous to the procedure for 3,3-difluoro-1′-[3-(methyloxy)-4-nitrophenyl]-1,4′-bipiperidine (Intermediate B41) to give 4-[(3S)-3-fluoro-1-pyrrolidinyl]-1-[3-(methyloxy)-4-nitrophenyl]piperidine in quantitative yield. 1H NMR (400 MHz, d6-DMSO) δ 7.84 (d, J=9.6 Hz, 1H), 6.56 (dd, J=9.4 and 2.2 Hz, 1H), 6.47 (d, J=2.0 Hz, 1H), 5.24-5.07 (m, 1H), 3.9... Starting materials: CC1CC(C=2C(C(C(C(C2C1)(C)C)C)C)(C)C)=O ((6RS,7RS)-3,5,5,6,7,8,8-heptamethyl-3,4,5,6,7,8-hexahydronaphthalen-1(2H)-one), CC1(C=2CCC(CC2C(C(C1C)C)(C)C)=O)C ((6RS,7RS)-5,5,6,7,8,8-hexamethyl-3,4,5,6,7,8-hexahydronaphthalen-2(1H)-one). The product is CC1(C=2CCCC(C2C(C(C1C)C)(C)C)=O)C ((6RS,7RS)-5,5,6,7,8,8-hexamethyl-3,4,5,6,7,8-hexahydronaphthalen-1(2H)-one). Reaction SMILES: C[CH:2]1[CH2:11][C:10]2[C:9]([CH3:13])([CH3:12])[CH:8]([CH3:14])[CH:7]([CH3:15])[C:6]([CH3:17])([CH3:16])[C:5]=2[C:4](=[O:18])[CH2:3]1.CC1(C)C(C)C(C)C(C)(C)C2CC(=O)CCC1=2>>[CH3:13][C:9]1([CH3:12])[CH:8]([CH3:14])[CH:7]([CH3:15])[C:6]([CH3:17])([CH3:16])[C:5]2[C:4](=[O:18])[CH2:3][CH2:2][CH2:11][C:10]1=2. Procedure details: The addition of 100 parts by weight of (6RS,7RS)-5,5,6,7,8,8-hexamethyl-3,4,5,6,7,8-hexahydronaphthalen-1(2H)-one to the above-described eau de toilette imparted to the latter a powerful musky and earthy connotation, having also a well appreciated aspect which is slightly ambrette and pine. The overall effect was in-between the one which could have been brought by the addition of CASHMERAN® or TONALIDE®, however the substantivity was by far superior to that which could have been imparted by the ... The reactants are BrC1=CC=C2C=CC=C(C2=C1)C(C)=O ((7-bromo-1-naphthalenyl)ethanone), Cl[O-].[Na+] (sodium hypochlorite), ClCl (chlorine), [OH-].[Na+] (NaOH). Run in ice water. Conditions: temperature 0 celsius. Yields the product Cl[O-].[Na+] (sodium hypochlorite), BrC1=CC=C2C=CC=C(C2=C1)C(=O)O (7-Bromo-1-naphthalenecarboxylic Acid). Reaction SMILES: ClCl.[OH-:3].[Na+:4].[Br:5][C:6]1[CH:15]=[C:14]2[C:9]([CH:10]=[CH:11][CH:12]=[C:13]2[C:16](=[O:18])C)=[CH:8][CH:7]=1.[Cl:19][O-].[Na+]>>[Cl:19][O-:3].[Na+:4].[Br:5][C:6]1[CH:15]=[C:14]2[C:9]([CH:10]=[CH:11][CH:12]=[C:13]2[C:16]([OH:18])=[O:3])=[CH:8][CH:7]=1 |f:1.2,4.5,6.7|. Procedure details: A sodium hypochlorite solution was prepared by introducing chlorine gas (28 g, 0.79 mole) into a solution of NaOH (38 g) in 600 ml of ice water. Solid (7-bromo-1-naphthalenyl)ethanone (19.7 g, 0.079 mole) was added to the stirred sodium hypochlorite solution at 0° C. and then the mixture was heated on a steam bath for 1 hr. The precipitate was removed by filtration. Sodium metabisulfite (10 g) was added to the cooled (0° C.) filtrate. The mixture was adjusted to pH 5 with concentrated HCl. The p... Starting materials: CN (methyl amine), O=C1CCC(CC1)C#N (4-oxo-cyclohexanecarbonitrile). Product: CNC1CCC(CC1)C#N (4-methyamino-cyclohexanecarbonitrile). Reaction SMILES: [CH3:1][NH2:2].O=[C:4]1[CH2:9][CH2:8][CH:7]([C:10]#[N:11])[CH2:6][CH2:5]1>>[CH3:1][NH:2][CH:4]1[CH2:9][CH2:8][CH:7]([C:10]#[N:11])[CH2:6][CH2:5]1. Reported procedure: Following the procedure as described in Example 25, STEP D, methyl amine and 4-oxo-cyclohexanecarbonitrile were reacted to yield 4-methyamino-cyclohexanecarbonitrile as a white solid, as its corresponding hydrochloride salt. The reactants are O1[C@H]2[C@@H]1C[C@@H]1CC[C@H]3[C@@H]4CC[C@H](C(C)=O)[C@]4(CC([C@@H]3[C@]1(C2)C)=O)C (2α,3α-Epoxy-5α-pregnane-11,20-dione), Cl(=O)(=O)(=O)O (perchloric acid), O1CCCC1 (tetrahydrofuran), O1CCCC1 (tetrahydrofuran). Solvent: O (water). Reaction conditions: time 15 minute. Product: O[C@@H]1[C@H](C[C@@H]2CC[C@H]3[C@@H]4CC[C@H](C(C)=O)[C@]4(CC([C@@H]3[C@]2(C1)C)=O)C)O (2β,3α-Dihydroxy-5α-pregnane-11,20-dione). As a reaction SMILES: O1[C@H]2C[C@H:5]3[C@:20](C)([CH2:21][C@@H]12)[C@@H:19]1[C@H:8]([C@H:9]2[C@:16]([CH3:24])([CH2:17][C:18]1=[O:23])[C@@H:12]([C:13](=[O:15])[CH3:14])[CH2:11][CH2:10]2)[CH2:7][CH2:6]3.Cl(O)(=O)(=O)=[O:26].[O:30]1[CH2:34][CH2:33][CH2:32][CH2:31]1>O>[OH:30][C@H:34]1[CH2:21][C@@:20]2([CH3:5])[C@@H:31]([CH2:6][CH2:7][C@@H:8]3[C@@H:19]2[C:18](=[O:23])[CH2:17][C@@:16]2([CH3:24])[C@H:9]3[CH2:10][CH2:11][C@@H:12]2[C:13](=[O:15])[CH3:14])[CH2:32][C@@H:33]1[OH:26]. Procedure details: 2α,3α-Epoxy-5α-pregnane-11,20-dione (207 mg.) in hot tetrahydrofuran (6 ml.) was treated with perchloric acid (60%, 0.05 ml.) in tetrahydrofuran (2 ml.) and water (2 ml.). The reaction mixture was concentrated to 5 ml., allowed to stand for 15 minutes and boiled for 30 minutes with the concurrent addition of water. The mixture was poured into ethyl acetate, and the aqueous layer was extracted with ethyl acetate. The combined organic extract was washed with water, dried over sodium sulphate and e... Starting materials: O=C(O)c1ccc(Br)c(OCC2CC2)n1, C1CCOC1, [Li]CCCC, O=C1COC1. The product is O=C(O)c1ccc(C2(O)COC2)c(OCC2CC2)n1. Reaction SMILES: [Br:6][c:7]1[cH:8][cH:9][c:10]([C:18](=[O:19])[OH:20])[n:11][c:12]1[O:13][CH2:14][CH:15]1[CH2:16][CH2:17]1.[CH2:26]1[O:27][CH2:28][CH2:29][CH2:30]1.[CH3:1][CH2:2][CH2:3][CH2:4][Li:5].[O:21]1[CH2:22][C:23](=[O:25])[CH2:24]1>>[c:7]1([C:23]2([OH:25])[CH2:22][O:21][CH2:24]2)[cH:8][cH:9][c:10]([C:18](=[O:19])[OH:20])[n:11][c:12]1[O:13][CH2:14][CH:15]1[CH2:16][CH2:17]1. Reactants: C1CCOC1, [Li]CCCC, N#Cc1c(-c2ccc(NC(=O)Nc3cc(C(F)(F)F)ccc3F)cc2)c2c(N)ncnn2c1Br, CN(C)C=O. The product is N#Cc1c(-c2ccc(NC(=O)Nc3cc(C(F)(F)F)ccc3F)cc2)c2c(N)ncnn2c1C=O. As a reaction SMILES: [CH2:45]1[O:46][CH2:47][CH2:48][CH2:49]1.[CH3:35][CH2:36][CH2:37][CH2:38][Li:39].[NH2:1][c:2]1[n:3][cH:4][n:5][n:6]2[c:7]1[c:8](-[c:14]1[cH:15][cH:16][c:17]([NH:20][C:21](=[O:22])[NH:23][c:24]3[c:25]([F:34])[cH:26][cH:27][c:28]([C:30]([F:31])([F:32])[F:33])[cH:29]3)[cH:18][cH:19]1)[c:9]([C:12]#[N:13])[c:10]2[Br:11].[O:40]=[CH:41][N:42]([CH3:43])[CH3:44]>>[NH2:1][c:2]1[n:3][cH:4][n:5][n:6]2[c:7]1[c:8](-[c:14]1[cH:15][cH:16][c:17]([NH:20][C:21](=[O:22])[NH:23][c:24]3[c:25]([F:34])[cH:26][cH:27][c:28]([C:30]([F:31])([F:32])[F:33])[cH:29]3)[cH:18][cH:19]1)[c:9]([C:12]#[N:13])[c:10]2[CH:41]=[O:40]. The reactants are ClC1=NC(=CC=2N1C=CN2)C=2C=NN(C2)C (5-chloro-7-(1-methyl-1H-pyrazol-4-yl)imidazo[1,2-c]pyrimidine), CC1=NNC=C1B1OC(C(O1)(C)C)(C)C (3-methyl-4-(4,4,5,5-tetramethyl-1,3,2-dioxaborolan-2-yl)-1H-pyrazole), [O-]P(=O)([O-])[O-].[K+].[K+].[K+] (K3PO4), COCCOC (DME). Reagents/catalysts: C=1C=CC(=CC1)[P](C=2C=CC=CC2)(C=3C=CC=CC3)[Pd]([P](C=4C=CC=CC4)(C=5C=CC=CC5)C=6C=CC=CC6)([P](C=7C=CC=CC7)(C=8C=CC=CC8)C=9C=CC=CC9)[P](C=1C=CC=CC1)(C=1C=CC=CC1)C=1C=CC=CC1 (tetrakis(triphenylphosphine)palladium). The solvent is CO (MeOH), CCOC(=O)C (EtOAc). Conditions: temperature 100 celsius, time 8 hour. Product: CN1N=CC(=C1)C1=CC=2N(C(=N1)C=1C(=NNC1)C)C=CN2 (7-(1-methyl-1H-pyrazol-4-yl)-5-(3-methyl-1H-pyrazol-4-yl)imidazo[1,2-c]pyrimidine). The yield is 27.7%. Reaction SMILES: Cl[C:2]1[N:7]2[CH:8]=[CH:9][N:10]=[C:6]2[CH:5]=[C:4]([C:11]2[CH:12]=[N:13][N:14]([CH3:16])[CH:15]=2)[N:3]=1.[CH3:17][C:18]1[C:22](B2OC(C)(C)C(C)(C)O2)=[CH:21][NH:20][N:19]=1.[O-]P([O-])([O-])=O.[K+].[K+].[K+].COCCOC>CCOC(C)=O.C1C=CC([P]([Pd]([P](C2C=CC=CC=2)(C2C=CC=CC=2)C2C=CC=CC=2)([P](C2C=CC=CC=2)(C2C=CC=CC=2)C2C=CC=CC=2)[P](C2C=CC=CC=2)(C2C=CC=CC=2)C2C=CC=CC=2)(C2C=CC=CC=2)C2C=CC=CC=2)=CC=1.CO>[CH3:16][N:14]1[CH:15]=[C:11]([C:4]2[N:3]=[C:2]([C:22]3[C:18]([CH3:17])=[N:19][NH:20][CH:21]=3)[N:7]3[CH:8]=[CH:9][N:10]=[C:6]3[CH:5]=2)[CH:12]=[N:13]1 |f:2.3.4.5,^1:55,57,76,95|. Procedure: To a flask charged with 5-chloro-7-(1-methyl-1H-pyrazol-4-yl)imidazo[1,2-c]pyrimidine (Preparation J; 0.650 g, 2.78 mmol), 3-methyl-4-(4,4,5,5-tetramethyl-1,3,2-dioxaborolan-2-yl)-1H-pyrazole (0.868 g, 4.17 mmol), and 2 M K3PO4 (4.17 mL, 8.35 mmol) was added 20 mL of DME and argon was bubbled through for 15 minutes before tetrakis(triphenylphosphine)palladium (0) (0.321 g, 0.278 mmol) was added. The flask was sealed and the reaction was heated to 100° C. for 4 hours, then allowed to cool to ambi... The reactants are [BH3-]C#N, CC(=O)O, CO, O=Cc1c(F)cccc1Cl, CCc1cc(-c2cccnc2)nn1-c1ccc(N)cc1, [Na+]. The product is CCc1cc(-c2cccnc2)nn1-c1ccc(NCc2c(F)cccc2Cl)cc1. As a reaction SMILES: [C:31]([BH3-:32])#[N:33].[C:35]([OH:36])(=[O:37])[CH3:38].[CH3:39][OH:40].[Cl:21][c:22]1[c:23]([CH:24]=[O:25])[c:26]([F:30])[cH:27][cH:28][cH:29]1.[NH2:1][c:2]1[cH:3][cH:4][c:5](-[n:8]2[n:9][c:10](-[c:15]3[cH:16][n:17][cH:18][cH:19][cH:20]3)[cH:11][c:12]2[CH2:13][CH3:14])[cH:6][cH:7]1.[Na+:34]>>[NH:1]([c:2]1[cH:3][cH:4][c:5](-[n:8]2[n:9][c:10](-[c:15]3[cH:16][n:17][cH:18][cH:19][cH:20]3)[cH:11][c:12]2[CH2:13][CH3:14])[cH:6][cH:7]1)[CH2:24][c:23]1[c:22]([Cl:21])[cH:29][cH:28][cH:27][c:26]1[F:30].